This data is from the Open Reaction Database (ORD), a public repository of structured organic reaction records. The task is: describe an organic reaction: reactants, conditions, products, and yield Reactants: OC1=NC=CC=C1C (2-hydroxy-3-methylpyridine), O (water), CC(C)([O-])C.[K+] (potassium tert-butoxide), ClC1=C(C=C(C(=C1)F)C)[N+](=O)[O-] (2-chloro-4-fluoro-5-methylnitrobenzene). Solvent: CN(C)C=O (DMF). Run at time 30 minute. Product: ClC=1C(=CC(=C(C1)N1C(C(=CC=C1)C)=O)C)[N+](=O)[O-] (1-(5-Chloro-2-methyl-4-nitrophenyl)-3-methylpyridin-2(1H)-one). RXN SMILES: [OH:1][C:2]1[C:7]([CH3:8])=[CH:6][CH:5]=[CH:4][N:3]=1.CC(C)([O-])C.[K+].[Cl:15][C:16]1[CH:21]=[C:20](F)[C:19]([CH3:23])=[CH:18][C:17]=1[N+:24]([O-:26])=[O:25].O>CN(C=O)C>[Cl:15][C:16]1[C:17]([N+:24]([O-:26])=[O:25])=[CH:18][C:19]([CH3:23])=[C:20]([N:3]2[CH:4]=[CH:5][CH:6]=[C:7]([CH3:8])[C:2]2=[O:1])[CH:21]=1 |f:1.2|. Procedure details: 1.50 g (13.8 mmol) of 2-hydroxy-3-methylpyridine in 70 ml of DMF are admixed at 0° C. with 2.31 g (20.6 mmol) of potassium tert-butoxide, and the mixture is stirred at room temperature for 30 min. 2.87 g (15.1 mmol) of 2-chloro-4-fluoro-5-methylnitrobenzene are added while continuing to stir at RT. After 17 h, the mixture is admixed with 1000 ml of water and then extracted three times with ethyl acetate. The combined organic phases are dried over sodium sulfate and, after filtration, the solvent... Reactants: C(C)(C)(C)OC(N[C@@H]1CC[C@H](CC1)C(C1CC2=C(C=NC=3C=CC(=CC23)OC)O1)O)=O ({trans-4-[hydroxy-(8-methoxy-1,2-dihydro-furo[2,3-c]quinolin-2-yl)-methyl]-cyclohexyl}-carbamic acid tert-butyl ester), O=C1CSC2=C(N1)C=C(C=C2)C(=O)O (3-oxo-3,4-dihydro-2H-benzo[1,4]thiazine-6-carboxylic acid). The product is OC([C@@H]1CC[C@H](CC1)NC(=O)C=1C=CC2=C(NC(CS2)=O)C1)C1CC2=C(C=NC=3C=CC(=CC23)OC)O1 (3-oxo-3,4-dihydro-2H-benzo[1,4]thiazine-6-carboxylic acid {trans-4-[hydroxy-(8-methoxy-1,2-dihydro-furo[2,3-c]quinolin-2-yl)-methyl]-cyclohexyl}-amide). Reaction SMILES: C(O[C:6](=[O:31])[NH:7][C@H:8]1[CH2:13][CH2:12][C@H:11]([CH:14]([OH:30])[CH:15]2[O:29][C:18]3[CH:19]=[N:20][C:21]4[CH:22]=[CH:23][C:24]([O:27][CH3:28])=[CH:25][C:26]=4[C:17]=3[CH2:16]2)[CH2:10][CH2:9]1)(C)(C)C.[O:32]=[C:33]1[NH:38][C:37]2[CH:39]=[C:40](C(O)=O)[CH:41]=[CH:42][C:36]=2[S:35][CH2:34]1>>[OH:30][CH:14]([CH:15]1[O:29][C:18]2[CH:19]=[N:20][C:21]3[CH:22]=[CH:23][C:24]([O:27][CH3:28])=[CH:25][C:26]=3[C:17]=2[CH2:16]1)[C@H:11]1[CH2:12][CH2:13][C@H:8]([NH:7][C:6]([C:40]2[CH:41]=[CH:42][C:36]3[S:35][CH2:34][C:33](=[O:32])[NH:38][C:37]=3[CH:39]=2)=[O:31])[CH2:9][CH2:10]1. Reported procedure: The titled compound is prepared as a white lyophilized powder following Scheme 5 and in analogy to Example 1 using {trans-4-[hydroxy-(8-methoxy-1,2-dihydro-furo[2,3-c]quinolin-2-yl)-methyl]-cyclohexyl}-carbamic acid tert-butyl ester and 3-oxo-3,4-dihydro-2H-benzo[1,4]thiazine-6-carboxylic acid as starting material. Reactants: O=C([O-])[O-], CC(=O)[O-], CC(=O)[O-], Cc1ccccc1, N#Cc1ccc(Cl)cn1, [Cs+], [Cs+], Nc1ccccc1, [Pd+2], c1ccc(P(c2ccccc2)c2ccc3ccccc3c2-c2c(P(c3ccccc3)c3ccccc3)ccc3ccccc23)cc1. Product: N#Cc1ccc(Nc2ccccc2)cn1. Reaction SMILES: [C:63](=[O:64])([O-:65])[O-:66].[C:76]([O-:77])(=[O:78])[CH3:79].[C:81]([O-:82])(=[O:83])[CH3:84].[CH3:69][c:70]1[cH:71][cH:72][cH:73][cH:74][cH:75]1.[Cl:54][c:55]1[cH:56][n:57][c:58]([C:61]#[N:62])[cH:59][cH:60]1.[Cs+:67].[Cs+:68].[NH2:47][c:48]1[cH:49][cH:50][cH:51][cH:52][cH:53]1.[Pd+2:80].[cH:1]1[cH:2][cH:3][c:4]([P:5]([c:6]2[cH:7][cH:8][c:9]3[c:10]([cH:11][cH:12][cH:13][cH:14]3)[c:15]2-[c:16]2[c:17]3[c:18]([cH:19][cH:20][cH:21][cH:22]3)[cH:23][cH:24][c:25]2[P:26]([c:27]2[cH:28][cH:29][cH:30][cH:31][cH:32]2)[c:33]2[cH:34][cH:35][cH:36][cH:37][cH:38]2)[c:39]2[cH:40][cH:41][cH:42][cH:43][cH:44]2)[cH:45][cH:46]1>>[NH:47]([c:48]1[cH:49][cH:50][cH:51][cH:52][cH:53]1)[c:55]1[cH:56][n:57][c:58]([C:61]#[N:62])[cH:59][cH:60]1. Reactants: [OH-].[Na+] (NaOH), C(C)(=O)NCCOCC(=O)[O-].[Na+] (sodium 5-acetylamino-3-oxapentanoate), CCO (EtOH). Run in O (water). Conditions: temperature 100 celsius. Yields the product NCCOCC(=O)[O-].[Na+] (sodium 5-amino-3-oxapentanoate). RXN SMILES: C([NH:4][CH2:5][CH2:6][O:7][CH2:8][C:9]([O-:11])=[O:10])(=O)C.[Na+:12].[OH-].[Na+].CCO>O>[NH2:4][CH2:5][CH2:6][O:7][CH2:8][C:9]([O-:11])=[O:10].[Na+:12] |f:0.1,2.3,6.7|. Procedure: 52 g of sodium 5-acetylamino-3-oxapentanoate were dissolved in 200 ml of water. 11.4 g of NaOH were added at 20° C., and the reaction mixture was then heated at 100° C. for 8 h until precursor was no longer detectable. Then 200 ml of EtOH were added and the pH was adjusted to about 6, resulting in pure crystals of sodium 5-amino-3-oxapentanoate. The crude product resulting after removal of the solvent by distillation as a mixture with sodium acetate weighing 63.3 g (corresponding to 100% of theo... Reactants: N1(CCOCC1)C=1N=C(NC(C1)=O)CC(=O)[O-].[Na+] (sodium [4-(morpholin-4-yl)-6-oxo-1,6-dihydropyrimidin-2-yl]acetate), FC=1C=C(N)C=CC1F (3,4-difluoroaniline). Product: FC=1C=C(C=CC1F)NC(CC=1NC(C=C(N1)N1CCOCC1)=O)=O (N-(3,4-difluorophenyl)-2-[4-(morpholin-4-yl)-6-oxo-1,6-dihydropyrimidin-2-yl]acetamide). The yield is 60.2%. RXN SMILES: [N:1]1([C:7]2[N:8]=[C:9]([CH2:14][C:15]([O-:17])=O)[NH:10][C:11](=[O:13])[CH:12]=2)[CH2:6][CH2:5][O:4][CH2:3][CH2:2]1.[Na+].[F:19][C:20]1[CH:21]=[C:22]([CH:24]=[CH:25][C:26]=1[F:27])[NH2:23]>>[F:19][C:20]1[CH:21]=[C:22]([NH:23][C:15](=[O:17])[CH2:14][C:9]2[NH:10][C:11](=[O:13])[CH:12]=[C:7]([N:1]3[CH2:2][CH2:3][O:4][CH2:5][CH2:6]3)[N:8]=2)[CH:24]=[CH:25][C:26]=1[F:27] |f:0.1|. Reported procedure: The product is prepared according to the procedure described in Example 5, using 260 mg of sodium [4-(morpholin-4-yl)-6-oxo-1,6-dihydropyrimidin-2-yl]acetate and 400 mg of 3,4-difluoroaniline in place of the 2,4-difluoroaniline. 210 mg of N-(3,4-difluorophenyl)-2-[4-(morpholin-4-yl)-6-oxo-1,6-dihydropyrimidin-2-yl]acetamide are obtained in the form of a white solid, the characteristics of which are the following: Reaction SMILES: Br[CH:2]([CH:5]=[O:6])[CH:3]=O.[Br:7][C:8]1[C:9]([CH3:15])=[CH:10][C:11]([NH2:14])=[N:12][CH:13]=1.C(#N)C>>[Br:7][C:8]1[C:9]([CH3:15])=[CH:10][C:11]2[N:12]([C:2]([CH:5]=[O:6])=[CH:3][N:14]=2)[CH:13]=1. Procedure: Bromomalonaldehyde (5000 mg, 26.74 mmol) was added to a solution of 5-bromo-4-methylpyridin-2-amine in acetonitrile (5250 mg, 34.76 mmol). The reaction mixture was refluxed for 2 hours. After completion of the reaction, the reaction mixture was quenched with sodium bicarbonate solution and extracted with ethyl acetate. The organic layer was washed with brine and dried over sodium sulfate. The organic layer was concentrated in vacuum and the product was purified by column chromatography using eth... Starting materials: BrC(C=O)C=O (Bromomalonaldehyde), BrC=1C(=CC(=NC1)N)C (5-bromo-4-methylpyridin-2-amine), C(C)#N (acetonitrile). Product: BrC=1C(=CC=2N(C1)C(=CN2)C=O)C (6-bromo-7-methylimidazo[1,2-a]pyridine-3-carbaldehyde). The yield is 79.8%. Conditions: time 14 hour. Yields the product C(C1=CC=CC=C1)NCC1CCN(CC1)C(=O)C=1N(C2=CC=CC=C2C1)CC1=CC=C(C=C1)F ((4-((benzylamino)methyl)piperidin-1-yl)(1-(4-fluorobenzyl)-1H-indol-2-yl)methanone). Procedure: 1-(1-(4-fluorobenzyl)-1H-indole-2-carbonyl)piperidine-4-carbaldehyde (52 mg, 0.143 mmol) was dissolved in THF (2 mL) and benzylamine (0.025 mL, 0.285 mmol) was added. The solution was stirred at rt for 10 h, at which time the THF was removed in vacuo and the residue dissolved in EtOH (5 mL), and sodium cyanoborohydride (18 mg, 0.285 mmol) and a catalytic drop of glacial acetic acid were added. Stirring was permitted for 14 h, at which time the solvent was removed in vacuo, the residue was taken ... The reactants are C(C1=CC=CC=C1)N (benzylamine), FC1=CC=C(CN2C(=CC3=CC=CC=C23)C(=O)N2CCC(CC2)C=O)C=C1 (1-(1-(4-fluorobenzyl)-1H-indole-2-carbonyl)piperidine-4-carbaldehyde), C(#N)[BH3-].[Na+] (sodium cyanoborohydride), C(C)(=O)O (acetic acid). RXN SMILES: [F:1][C:2]1[CH:27]=[CH:26][C:5]([CH2:6][N:7]2[C:15]3[C:10](=[CH:11][CH:12]=[CH:13][CH:14]=3)[CH:9]=[C:8]2[C:16]([N:18]2[CH2:23][CH2:22][CH:21]([CH:24]=O)[CH2:20][CH2:19]2)=[O:17])=[CH:4][CH:3]=1.[CH2:28]([NH2:35])[C:29]1[CH:34]=[CH:33][CH:32]=[CH:31][CH:30]=1.C([BH3-])#N.[Na+].C(O)(=O)C>C1COCC1>[CH2:28]([NH:35][CH2:24][CH:21]1[CH2:22][CH2:23][N:18]([C:16]([C:8]2[N:7]([CH2:6][C:5]3[CH:26]=[CH:27][C:2]([F:1])=[CH:3][CH:4]=3)[C:15]3[C:10]([CH:9]=2)=[CH:11][CH:12]=[CH:13][CH:14]=3)=[O:17])[CH2:19][CH2:20]1)[C:29]1[CH:34]=[CH:33][CH:32]=[CH:31][CH:30]=1 |f:2.3|. Solvent: C1CCOC1 (THF), C1CCOC1 (THF).